From a dataset of the Open Reaction Database (ORD), a public repository of structured organic reaction records. describe an organic reaction: reactants, conditions, products, and yield The reactants are CN(C)CCN, COc1cc2ncnc(Nc3cccc(Cl)c3F)c2cc1C=O. The product is COc1cc2ncnc(Nc3cccc(Cl)c3F)c2cc1CNCCN(C)C. RXN SMILES: [CH3:24][N:25]([CH2:26][CH2:27][NH2:28])[CH3:29].[Cl:1][c:2]1[c:3]([F:23])[c:4]([NH:5][c:6]2[n:7][cH:8][n:9][c:10]3[cH:11][c:12]([O:18][CH3:19])[c:13]([CH:16]=[O:17])[cH:14][c:15]23)[cH:20][cH:21][cH:22]1>>[Cl:1][c:2]1[c:3]([F:23])[c:4]([NH:5][c:6]2[n:7][cH:8][n:9][c:10]3[cH:11][c:12]([O:18][CH3:19])[c:13]([CH2:16][NH:28][CH2:27][CH2:26][N:25]([CH3:24])[CH3:29])[cH:14][c:15]23)[cH:20][cH:21][cH:22]1. The product is NC([C@H](CC1=CC=C(C=C1)C1=CC(=C(C=C1)F)C#N)NC(=O)C1(CCOCC1)NC(OC(C)(C)C)=O)=O ((S)-tert-Butyl 4-(1-amino-3-(3′-cyano-4′-fluorobiphenyl-4-yl)-1-oxopropan-2-ylcarbamoyl)tetrahydro-2H-pyran-4-ylcarbamate). Yield: 107.5%. Reactants: NC([C@H](CC1=CC=C(C=C1)I)NC(=O)C1(CCOCC1)NC(OC(C)(C)C)=O)=O ((S)-tert-Butyl 4-(1-amino-3-(4-iodophenyl)-1-oxopropan-2-ylcarbamoyl)tetrahydro-2H-pyran-4-ylcarbamate), C(#N)C=1C=C(C=CC1F)B(O)O (3-cyano-4-fluorophenylboronic acid), 1,1 bis(di-tert-butylphosphino)ferrocene palladium dichloride, C([O-])([O-])=O.[K+].[K+] (potassium carbonate). RXN SMILES: [NH2:1][C:2](=[O:29])[C@@H:3]([NH:12][C:13]([C:15]1([NH:21][C:22](=[O:28])[O:23][C:24]([CH3:27])([CH3:26])[CH3:25])[CH2:20][CH2:19][O:18][CH2:17][CH2:16]1)=[O:14])[CH2:4][C:5]1[CH:10]=[CH:9][C:8](I)=[CH:7][CH:6]=1.[C:30]([C:32]1[CH:33]=[C:34](B(O)O)[CH:35]=[CH:36][C:37]=1[F:38])#[N:31].C(=O)([O-])[O-].[K+].[K+]>C(#N)C>[NH2:1][C:2](=[O:29])[C@@H:3]([NH:12][C:13]([C:15]1([NH:21][C:22](=[O:28])[O:23][C:24]([CH3:27])([CH3:26])[CH3:25])[CH2:20][CH2:19][O:18][CH2:17][CH2:16]1)=[O:14])[CH2:4][C:5]1[CH:10]=[CH:9][C:8]([C:34]2[CH:35]=[CH:36][C:37]([F:38])=[C:32]([C:30]#[N:31])[CH:33]=2)=[CH:7][CH:6]=1 |f:2.3.4|. Run at temperature 75 celsius, time 18 hour. Run in C(C)#N (acetonitrile). Procedure details: (S)-tert-Butyl 4-(1-amino-3-(4-iodophenyl)-1-oxopropan-2-ylcarbamoyl)tetrahydro-2H-pyran-4-ylcarbamate (Example 1, step (iii), 346 mg) in acetonitrile (10 mL) under nitrogen was treated with 3-cyano-4-fluorophenylboronic acid (110 mg) followed by aqueous potassium carbonate solution (2M, 0.67 mL) and 1,1 bis(di-tert-butylphosphino)ferrocene palladium dichloride (9 mg). The mixture was stirred at 75° C. for 18 h. The reaction mixture was evaporated, dissolved in dichloromethane, absorbed onto sil... The reactants are Cl, Cc1nc2ccccc2n1C1CC2CCC(C1)N2CCC1(c2cccc(F)c2)CCN(C(=O)C(NC(=O)OC(C)(C)C)C(C)(C)C)CC1. The product is Cc1nc2ccccc2n1C1CC2CCC(C1)N2CCC1(c2cccc(F)c2)CCN(C(=O)C(N)C(C)(C)C)CC1. Reaction SMILES: [ClH:49].[F:1][c:2]1[cH:3][c:4]([C:8]2([CH2:29][CH2:30][N:31]3[CH:32]4[CH2:33][CH:34]([n:39]5[c:40]([CH3:48])[n:41][c:42]6[c:43]5[cH:44][cH:45][cH:46][cH:47]6)[CH2:35][CH:36]3[CH2:37][CH2:38]4)[CH2:9][CH2:10][N:11]([C:14](=[O:15])[CH:16]([C:17]([CH3:18])([CH3:19])[CH3:20])[NH:21][C:22](=[O:23])[O:24][C:25]([CH3:26])([CH3:27])[CH3:28])[CH2:12][CH2:13]2)[cH:5][cH:6][cH:7]1>>[F:1][c:2]1[cH:3][c:4]([C:8]2([CH2:29][CH2:30][N:31]3[CH:32]4[CH2:33][CH:34]([n:39]5[c:40]([CH3:48])[n:41][c:42]6[c:43]5[cH:44][cH:45][cH:46][cH:47]6)[CH2:35][CH:36]3[CH2:37][CH2:38]4)[CH2:9][CH2:10][N:11]([C:14](=[O:15])[CH:16]([C:17]([CH3:18])([CH3:19])[CH3:20])[NH2:21])[CH2:12][CH2:13]2)[cH:5][cH:6][cH:7]1. Starting materials: EA hexanes, O (H2O), C1(=CC=CC=C1)S(=O)(=O)C=1[C@H]([C@H]([C@@H]([C@@H]([C@H](C1)C)O[Si](C)(C)C(C)(C)C)C)O[Si](C)(C)C(C)(C)C)O ((1S, 4S, 5R, 6R, 7S)-2-Benzenesulfonyl-5,7-bis-(tert-butyldimethylsilanyloxy)-4,6-dimethylcyclohept-2-enol), CI (MeI), [OH-].[K+] (KOH). Run in C(C)(=O)OCC.CCCCCC (ethyl acetate hexane), CS(=O)C (DMSO). Reaction conditions: time 5 minute. The product is C1(=CC=CC=C1)S(=O)(=O)C1=C[C@@H]([C@H]([C@H]([C@@H]([C@@H]1OC)O[Si](C)(C)C(C)(C)C)C)O[Si](C)(C)C(C)(C)C)C ((3S, 4R, 5R, 6S, 7S)-1-Benzenesulfonyl-4,6-bis-(tert-butyldimethylsilanyloxy)-7-methoxy-3,5-dimethylcycloheptene). Isolated yield 92.7%. Reaction SMILES: [C:1]1([S:7]([C:10]2[C@@H:11]([OH:35])[C@@H:12]([O:27][Si:28]([C:31]([CH3:34])([CH3:33])[CH3:32])([CH3:30])[CH3:29])[C@H:13]([CH3:26])[C@H:14]([O:18][Si:19]([C:22]([CH3:25])([CH3:24])[CH3:23])([CH3:21])[CH3:20])[C@@H:15]([CH3:17])[CH:16]=2)(=[O:9])=[O:8])[CH:6]=[CH:5][CH:4]=[CH:3][CH:2]=1.[CH3:36]I.[OH-].[K+].O>CS(C)=O.C(OCC)(=O)C.CCCCCC>[C:1]1([S:7]([C:10]2[C@@H:11]([O:35][CH3:36])[C@@H:12]([O:27][Si:28]([C:31]([CH3:33])([CH3:32])[CH3:34])([CH3:29])[CH3:30])[C@H:13]([CH3:26])[C@H:14]([O:18][Si:19]([C:22]([CH3:24])([CH3:25])[CH3:23])([CH3:21])[CH3:20])[C@@H:15]([CH3:17])[CH:16]=2)(=[O:8])=[O:9])[CH:2]=[CH:3][CH:4]=[CH:5][CH:6]=1 |f:2.3,6.7|. Reported procedure: To a solution of compound 52 (75 mg, 0.14 mmol) and MeI (86 μL, 1.4 mmol) in DMSO (2.0 mL) was added powdered KOH (23 mg, 0.42 mmol) and the resulting mixture was stirred for 5 min (until no starting material was present by TLC, developed in 1:3 EA/hexanes) at room temperature. 5 mL of H2O was added, and extracted with diethyl ether (3×5 mL). The organic layers were combined washed with brine, dried over anhydrous Na2SO4 and concentrated. Flash chromatography (ethyl acetate/hexane, 1:10) afforde... Starting materials: Clc1cnc(Br)c(Br)c1, CB(O)O, [K+], [K+], O=C([O-])[O-], C1COCCO1. The product is Cc1ncc(Cl)cc1Br. As a reaction SMILES: [Br:1][c:2]1[n:3][cH:4][c:5]([Cl:9])[cH:6][c:7]1[Br:8].[CH3:10][B:11]([OH:12])[OH:13].[K+:14].[K+:15].[O-:16][C:17]([O-:18])=[O:19].[O:20]1[CH2:21][CH2:22][O:23][CH2:24][CH2:25]1>>[c:2]1([CH3:10])[n:3][cH:4][c:5]([Cl:9])[cH:6][c:7]1[Br:8].